Dataset: the Open Reaction Database (ORD), a public repository of structured organic reaction records. Task: describe an organic reaction: reactants, conditions, products, and yield Reactants: O=S(=O)(OS(=O)(=O)C(F)(F)F)C(F)(F)F, O, CC(C)Cc1cc(-c2ccc(CCC#N)cc2CC(C)C)ccc1O, c1ccncc1. The product is CC(C)Cc1cc(-c2ccc(CCC#N)cc2CC(C)C)ccc1OS(=O)(=O)C(F)(F)F. As a reaction SMILES: [F:1][C:2]([F:3])([F:4])[S:5](=[O:6])(=[O:7])[O:8][S:9]([C:10]([F:11])([F:12])[F:13])(=[O:14])=[O:15].[OH2:41].[OH:16][c:17]1[c:18]([CH2:37][CH:38]([CH3:39])[CH3:40])[cH:19][c:20](-[c:23]2[c:24]([CH2:33][CH:34]([CH3:35])[CH3:36])[cH:25][c:26]([CH2:29][CH2:30][C:31]#[N:32])[cH:27][cH:28]2)[cH:21][cH:22]1.[cH:42]1[cH:43][cH:44][n:45][cH:46][cH:47]1>>[F:1][C:2]([F:3])([F:4])[S:5](=[O:6])(=[O:7])[O:8][c:17]1[c:18]([CH2:37][CH:38]([CH3:39])[CH3:40])[cH:19][c:20](-[c:23]2[c:24]([CH2:33][CH:34]([CH3:35])[CH3:36])[cH:25][c:26]([CH2:29][CH2:30][C:31]#[N:32])[cH:27][cH:28]2)[cH:21][cH:22]1. Reactants: O=C([O-])[O-], COc1ccc(CCNc2cc(Cl)nc(OC)n2)cc1, [Cs+], [Cs+], c1ccc(P(c2ccccc2)(c2ccccc2)[Pd](P(c2ccccc2)(c2ccccc2)c2ccccc2)(P(c2ccccc2)(c2ccccc2)c2ccccc2)P(c2ccccc2)(c2ccccc2)c2ccccc2)cc1, OB(O)c1cc2ccccc2s1. Yields the product COc1ccc(CCNc2cc(-c3cc4ccccc4s3)nc(OC)n2)cc1. As a reaction SMILES: [C:33](=[O:34])([O-:35])[O-:36].[Cl:1][c:2]1[cH:3][c:4]([NH:10][CH2:11][CH2:12][c:13]2[cH:14][cH:15][c:16]([O:19][CH3:20])[cH:17][cH:18]2)[n:5][c:6]([O:8][CH3:9])[n:7]1.[Cs+:37].[Cs+:38].[cH:39]1[cH:40][cH:41][c:42]([P:43]([Pd:44]([P:45]([c:46]2[cH:47][cH:48][cH:49][cH:50][cH:51]2)([c:52]2[cH:53][cH:54][cH:55][cH:56][cH:57]2)[c:58]2[cH:59][cH:60][cH:61][cH:62][cH:63]2)([P:64]([c:65]2[cH:66][cH:67][cH:68][cH:69][cH:70]2)([c:71]2[cH:72][cH:73][cH:74][cH:75][cH:76]2)[c:77]2[cH:78][cH:79][cH:80][cH:81][cH:82]2)[P:83]([c:84]2[cH:85][cH:86][cH:87][cH:88][cH:89]2)([c:90]2[cH:91][cH:92][cH:93][cH:94][cH:95]2)[c:96]2[cH:97][cH:98][cH:99][cH:100][cH:101]2)([c:102]2[cH:103][cH:104][cH:105][cH:106][cH:107]2)[c:108]2[cH:109][cH:110][cH:111][cH:112][cH:113]2)[cH:114][cH:115]1.[s:21]1[c:22]2[c:23]([cH:24][c:25]1[B:26]([OH:27])[OH:28])[cH:29][cH:30][cH:31][cH:32]2>>[c:2]1(-[c:25]2[s:21][c:22]3[c:23]([cH:24]2)[cH:29][cH:30][cH:31][cH:32]3)[cH:3][c:4]([NH:10][CH2:11][CH2:12][c:13]2[cH:14][cH:15][c:16]([O:19][CH3:20])[cH:17][cH:18]2)[n:5][c:6]([O:8][CH3:9])[n:7]1. Reactants: ClC=1C=NC=C(C1SC1=C(C=C(S1)C(=O)O)[N+](=O)[O-])Cl (5-[(3,5-dichloro-4-pyridyl)sulfanyl]-4-nitro-thiophene-2-carboxylic acid), C(C)N1N=C(N=C1)N (1-ethyl-1H-1,2,4-triazol-3-amine). Yields the product ClC=1C=NC=C(C1SC1=C(C=C(S1)C(=O)NC1=NN(C=N1)CC)[N+](=O)[O-])Cl (5-((3,5-dichloropyridin-4-yl)thio)-N-(1-ethyl-1H-1,2,4-triazol-3-yl)-4-nitrothiophene-2-carboxamide), solid. The yield is 20.0%. RXN SMILES: [Cl:1][C:2]1[CH:3]=[N:4][CH:5]=[C:6]([Cl:20])[C:7]=1[S:8][C:9]1[S:13][C:12]([C:14]([OH:16])=O)=[CH:11][C:10]=1[N+:17]([O-:19])=[O:18].[CH2:21]([N:23]1[CH:27]=[N:26][C:25]([NH2:28])=[N:24]1)[CH3:22]>>[Cl:20][C:6]1[CH:5]=[N:4][CH:3]=[C:2]([Cl:1])[C:7]=1[S:8][C:9]1[S:13][C:12]([C:14]([NH:28][C:25]2[N:26]=[CH:27][N:23]([CH2:21][CH3:22])[N:24]=2)=[O:16])=[CH:11][C:10]=1[N+:17]([O-:19])=[O:18]. Procedure details: Prepared according to the procedure described for example 44 from 5-[(3,5-dichloro-4-pyridyl)sulfanyl]-4-nitro-thiophene-2-carboxylic acid (35 mg, 0.1 mmol) and 1-ethyl-1H-1,2,4-triazol-3-amine (11.2 mg, 0.12 mmol). The title compound was obtained as a solid (8.9 mg, 20% yield). MS m/z: 466.95, 468.95 [M+H]+. The reactants are C1CCOC1, [Li]CCCC, CC(C)(C)[O-], Cc1cc2ccccc2[nH]1, CCOCC, CC1(CC(=O)C(F)(F)F)CCOc2ccc(F)cc21, [K+]. Yields the product CC1(CC(O)(Cc2cc3ccccc3[nH]2)C(F)(F)F)CCOc2ccc(F)cc21. RXN SMILES: [CH2:46]1[O:47][CH2:48][CH2:49][CH2:50]1.[CH3:11][CH2:12][CH2:13][CH2:14][Li:15].[CH3:16][C:17]([CH3:18])([O-:19])[CH3:20].[CH3:1][c:2]1[nH:3][c:4]2[cH:5][cH:6][cH:7][cH:8][c:9]2[cH:10]1.[CH3:41][CH2:42][O:43][CH2:44][CH3:45].[F:22][C:23]([C:24]([CH2:25][C:26]1([CH3:37])[CH2:27][CH2:28][O:29][c:30]2[cH:31][cH:32][c:33]([F:36])[cH:34][c:35]21)=[O:38])([F:39])[F:40].[K+:21]>>[CH2:1]([c:2]1[nH:3][c:4]2[cH:5][cH:6][cH:7][cH:8][c:9]2[cH:10]1)[C:24]([C:23]([F:22])([F:39])[F:40])([CH2:25][C:26]1([CH3:37])[CH2:27][CH2:28][O:29][c:30]2[cH:31][cH:32][c:33]([F:36])[cH:34][c:35]21)[OH:38]. The reactants are C[S+](C)(C)=O, [H-], [I-], C[Si](C)(C)CCOCn1nc(I)c2ccc(C=C3C(=O)Nc4ccccc43)cc21, [Na+], CN(C)C=O. Yields the product C[Si](C)(C)CCOCn1nc(I)c2ccc(C3CC34C(=O)Nc3ccccc34)cc21. RXN SMILES: [CH3:2][S+:3]([CH3:4])([CH3:5])=[O:6].[H-:7].[I-:1].[I:9][c:10]1[n:11][n:12]([CH2:30][O:31][CH2:32][CH2:33][Si:34]([CH3:35])([CH3:36])[CH3:37])[c:13]2[cH:14][c:15]([CH:19]=[C:20]3[C:21](=[O:29])[NH:22][c:23]4[cH:24][cH:25][cH:26][cH:27][c:28]43)[cH:16][cH:17][c:18]12.[Na+:8].[O:38]=[CH:39][N:40]([CH3:41])[CH3:42]>>[CH2:2]1[CH:19]([c:15]2[cH:14][c:13]3[n:12]([CH2:30][O:31][CH2:32][CH2:33][Si:34]([CH3:35])([CH3:36])[CH3:37])[n:11][c:10]([I:9])[c:18]3[cH:17][cH:16]2)[C:20]12[C:21](=[O:29])[NH:22][c:23]1[cH:24][cH:25][cH:26][cH:27][c:28]12. Starting materials: C(C)N1C(N(C2=C1C=CC=C2C)COCC[Si](C)(C)C)=O (1-ethyl-4-methyl-3-(2-trimethylsilanylethoxymethyl)-1,3-dihydrobenzimidazol-2-one), BrN1C(CCC1=O)=O (N-bromosuccinimide), N(=NC(C#N)(C)C)C(C#N)(C)C (2,2′-azobis(2-methylpropionitrile)), C(C1=CC=CC=C1)(=O)OOC(C1=CC=CC=C1)=O (dibenzoyl peroxide). The solvent is C(Cl)(Cl)(Cl)Cl (carbon tetrachloride). Run at time 0.5 hour. The product is BrCC1=CC=CC=2N(C(N(C21)COCC[Si](C)(C)C)=O)CC (4-Bromomethyl-1-ethyl-3-(2-trimethylsilanylethoxymethyl)-1,3-dihydrobenzimidazol-2-one), SiO2. As a reaction SMILES: [CH2:1]([N:3]1[C:7]2[CH:8]=[CH:9][CH:10]=[C:11]([CH3:12])[C:6]=2[N:5]([CH2:13][O:14][CH2:15][CH2:16][Si:17]([CH3:20])([CH3:19])[CH3:18])[C:4]1=[O:21])[CH3:2].[Br:22]N1C(=O)CCC1=O.N(C(C)(C)C#N)=NC(C)(C)C#N.C(OOC(=O)C1C=CC=CC=1)(=O)C1C=CC=CC=1>C(Cl)(Cl)(Cl)Cl>[Br:22][CH2:12][C:11]1[C:6]2[N:5]([CH2:13][O:14][CH2:15][CH2:16][Si:17]([CH3:19])([CH3:18])[CH3:20])[C:4](=[O:21])[N:3]([CH2:1][CH3:2])[C:7]=2[CH:8]=[CH:9][CH:10]=1. Reported procedure: The mixture of 1.00 g of 1-ethyl-4-methyl-3-(2-trimethylsilanylethoxymethyl)-1,3-dihydrobenzimidazol-2-one, 0.469 g of N-bromosuccinimide, 0.025 g of 2,2′-azobis(2-methylpropionitrile) and 0.037 g of dibenzoyl peroxide in 60 ml of carbon tetrachloride is heated to reflux with stirring. The reaction vessel is irradiated with a 150 W lamp over the reaction time. After 0.5 hour, the reaction mixture is cooled and filtered through Hyflo. The filtrate is concentrated. The title compound is obtained a... The reactants are S1C(=NC=C1)C(C)O (1-(2-Thiazolyl)ethanol), BrCC(=O)O (bromoacetic acid), C(C)#N (acetonitrile). The solvent is C(C)#N.CO (acetonitrile methanol). Reaction conditions: time 6 hour. Yields the product [Br-].CC1OC(C[N+]2=C1SC=C2)=O (5,6-Dihydro-8-methyl-6-oxo-8H-thiazolo[2,3-c](1,4)oxazin-4-ium bromide). The yield is 33.1%. Reaction SMILES: [S:1]1[CH:5]=[CH:4][N:3]=[C:2]1[CH:6]([OH:8])[CH3:7].[Br:9][CH2:10][C:11](O)=[O:12].C(#N)C>C(#N)C.CO>[Br-:9].[CH3:7][CH:6]1[C:2]2[S:1][CH:5]=[CH:4][N+:3]=2[CH2:10][C:11](=[O:12])[O:8]1 |f:3.4,5.6|. Procedure details: 1-(2-Thiazolyl)ethanol (0.5 g, 3.87 mmole), bromoacetic acid (0.537 g, 3.86 mmole), and acetonitrile (0.125 mL) were heated in an oil bath with stirring at 105 C for 6 hr. The mixture was dissolved in 5 mL 4:1 acetonitrile/methanol and stored at 4 C for 17 hr. The crystals which separated were filtered out and combined from two identical runs, and recrystalized from methanol/acetonitrile/ether to give a total of 0.32 g of the title compound, mp 214–215.5 C. Calcd for C7H8NO2SBr: C, 33.5; H, 3.20... Conditions: time 1 hour. The reactants are C(C)(C)OC1=C(C(C1=O)=O)C1=CC(OC2=CC=C(C=C12)C#N)(C)C (4-(2-isopropoxy-3,4-dioxo-cyclobut-1-enyl)-2,2-dimethyl-2H-chromene-6-carbonitrile), CN (methylamine). The product is CC1(OC2=CC=C(C=C2C(=C1)C1=C(C(C1=O)=O)NC)C#N)C (2,2-Dimethyl-4-(2-methylamino-3,4-dioxo-cyclobut-1-enyl)-2H-chromene-6-carbonitrile). Procedure: To a solution of 437 mg (1.35 mmol) of 4-(2-isopropoxy-3,4-dioxo-cyclobut-1-enyl)-2,2-dimethyl-2H-chromene-6-carbonitrile in CH3CN 14 mL) was added dropwise 8.03M methylamine in EtOH. The reaction mixture was stirred at ambient temperature for 1 h. The reaction mixture was quenched with H2O (50 mL) and then was extracted into 20% THF-CH2Cl2. The combined organic extracts were dried (Na2SO4) and purified by flash chromatography (4% MeOH--CHCl3) and crystallization from CH2Cl2 -petroleum ether to ... Solvent: CC#N (CH3CN), CCO (EtOH). Isolated yield 53.0%. RXN SMILES: C(O[C:5]1[C:8](=[O:9])[C:7](=[O:10])[C:6]=1[C:11]1[C:20]2[C:15](=[CH:16][CH:17]=[C:18]([C:21]#[N:22])[CH:19]=2)[O:14][C:13]([CH3:24])([CH3:23])[CH:12]=1)(C)C.[CH3:25][NH2:26]>CC#N.CCO>[CH3:24][C:13]1([CH3:23])[CH:12]=[C:11]([C:6]2[C:7](=[O:10])[C:8](=[O:9])[C:5]=2[NH:26][CH3:25])[C:20]2[C:15](=[CH:16][CH:17]=[C:18]([C:21]#[N:22])[CH:19]=2)[O:14]1. Reactants: [BH4-], COc1c(C)c2c(c(OCOC(C)OC)c1CC=C(C)C=O)C(=O)OC2, CO, [Na+], O. Yields the product COc1c(C)c2c(c(OCOC(C)OC)c1CC=C(C)CO)C(=O)OC2. As a reaction SMILES: [BH4-:27].[CH3:1][O:2][c:3]1[c:4]([CH2:21][CH:22]=[C:23]([CH:24]=[O:25])[CH3:26])[c:5]([O:14][CH2:15][O:16][CH:17]([CH3:18])[O:19][CH3:20])[c:6]2[c:10]([c:11]1[CH3:12])[CH2:9][O:8][C:7]2=[O:13].[CH3:30][OH:31].[Na+:28].[OH2:29]>>[CH3:1][O:2][c:3]1[c:4]([CH2:21][CH:22]=[C:23]([CH2:24][OH:25])[CH3:26])[c:5]([O:14][CH2:15][O:16][CH:17]([CH3:18])[O:19][CH3:20])[c:6]2[c:10]([c:11]1[CH3:12])[CH2:9][O:8][C:7]2=[O:13].